Task: describe an organic reaction: reactants, conditions, products, and yield. Dataset: the Open Reaction Database (ORD), a public repository of structured organic reaction records The reactants are C1(=CC=CC=C1)CCC(CCC1=CC=CC=C1)O (1,5-diphenyl-3-pentanol), COCCl (chloromethyl methyl ether). The reagents and catalysts are C(C)N(C(C)C)C(C)C (ethyldiisopropylamine). Run in C(C)(=O)OCC (ethyl acetate), ClCCl (dichloromethane). Run at time 16 hour. Product: C1(=CC=CC=C1)CCC(CCC1=CC=CC=C1)OCOC (1,5-Diphenyl-3-((methoxy)methoxy)pentane). Isolated yield 91.3%. RXN SMILES: [C:1]1([CH2:7][CH2:8][CH:9]([OH:18])[CH2:10][CH2:11][C:12]2[CH:17]=[CH:16][CH:15]=[CH:14][CH:13]=2)[CH:6]=[CH:5][CH:4]=[CH:3][CH:2]=1.[CH3:19][O:20][CH2:21]Cl>ClCCl.C(OCC)(=O)C.C(N(C(C)C)C(C)C)C>[C:12]1([CH2:11][CH2:10][CH:9]([O:18][CH2:19][O:20][CH3:21])[CH2:8][CH2:7][C:1]2[CH:6]=[CH:5][CH:4]=[CH:3][CH:2]=2)[CH:13]=[CH:14][CH:15]=[CH:16][CH:17]=1. Procedure: A solution of 101 mg (0.42 mmol) of 1,5-diphenyl-3-pentanol, 0.18 ml (1 0 mmol) of ethyldiisopropylamine, and 0.063 ml (0.84 mmol) of chloromethyl methyl ether in 1 ml of dichloromethane was allowed to stand for 16 h. The resulting solution was taken up in ethyl acetate, washed sequentially with 10% aqueous citric acid, water, and saturated sodium bicarbonate, dried over Na2SO4, and concentrated in vacuo. Flash chromatography using 10% ethyl acetate in hexane gave 109 mg (92%) of the desired com... Procedure details: To a solution of 3-(4-azido-3-nitrophenyl)-2-(3-ethynyl-2-fluorophenyl)-4,7-difluoro-3-hydroxy-2,3-dihydro-1H-isoindol-1-one (1.50 mg, 3.20 mmol) in a mixture tetrahydrofurane-water (1:1, 30.0 mL) ammonium formate (2.0 g, 32.0 mmol) was added followed by the addition of iron (1.45 g, 26.0 mmol). The mixture was heated to reflux and stirred for 180 minutes. It was cooled to room temperature and diluted with ethyl acetate. The resulting slurry was filtered through a pad of Celite, and washed with ... The yield is 88.6%. Conditions: time 180 minute. Reaction SMILES: [N:1]([C:4]1[CH:9]=[CH:8][C:7]([C:10]2([OH:31])[C:18]3[C:13](=[C:14]([F:20])[CH:15]=[CH:16][C:17]=3[F:19])[C:12](=[O:21])[N:11]2[C:22]2[CH:27]=[CH:26][CH:25]=[C:24]([C:28]#[CH:29])[C:23]=2[F:30])=[CH:6][C:5]=1[N+:32]([O-])=O)=[N+]=[N-].O1CCCC1.O.C([O-])=O.[NH4+]>C(OCC)(=O)C.[Fe]>[NH2:32][C:5]1[CH:6]=[C:7]([C:10]2([OH:31])[C:18]3[C:13](=[C:14]([F:20])[CH:15]=[CH:16][C:17]=3[F:19])[C:12](=[O:21])[N:11]2[C:22]2[CH:27]=[CH:26][CH:25]=[C:24]([C:28]#[CH:29])[C:23]=2[F:30])[CH:8]=[CH:9][C:4]=1[NH2:1] |f:1.2,3.4|. The reactants are N(=[N+]=[N-])C1=C(C=C(C=C1)C1(N(C(C2=C(C=CC(=C12)F)F)=O)C1=C(C(=CC=C1)C#C)F)O)[N+](=O)[O-] (3-(4-azido-3-nitrophenyl)-2-(3-ethynyl-2-fluorophenyl)-4,7-difluoro-3-hydroxy-2,3-dihydro-1H-isoindol-1-one), O1CCCC1.O (tetrahydrofurane water), C(=O)[O-].[NH4+] (ammonium formate). Solvent: C(C)(=O)OCC (ethyl acetate). The reagents and catalysts are [Fe] (iron). The product is NC=1C=C(C=CC1N)C1(N(C(C2=C(C=CC(=C12)F)F)=O)C1=C(C(=CC=C1)C#C)F)O (3-(3,4-diaminophenyl)-2-(3-ethynyl-2-fluorophenyl)-4,7-difluoro-3-hydroxy-2,3-dihydro-1H-isoindol-1-one). Reactants: O=C([O-])[O-], COC(=O)c1cc(O)n(C)n1, CN(C)C=O, CCOC(C)=O, FC(F)Cl, [K+], [K+], O. Yields the product COC(=O)c1cc(OC(F)F)n(C)n1. RXN SMILES: [C:12](=[O:13])([O-:14])[O-:15].[CH3:1][O:2][C:3](=[O:4])[c:5]1[n:6][n:7]([CH3:11])[c:8]([OH:10])[cH:9]1.[CH3:23][N:24]([CH3:25])[CH:26]=[O:27].[CH3:28][CH2:29][O:30][C:31](=[O:32])[CH3:33].[Cl:18][CH:19]([F:20])[F:21].[K+:16].[K+:17].[OH2:22]>>[CH3:1][O:2][C:3](=[O:4])[c:5]1[n:6][n:7]([CH3:11])[c:8]([O:10][CH:19]([F:20])[F:21])[cH:9]1. Starting materials: CN(C1=CC=C(C=C1)NC(OC=1C=C2CCN(C2=CC1)CC1=CC=CC=C1)=O)C (1-benzylindolin-5-yl 4-dimethylaminophenylcarbamate). Run in C(Cl)(Cl)Cl.CO (chloroform methanol). Product: CN(C1=CC=C(C=C1)NC(OC=1C=C2CCNC2=CC1)=O)C (indolin-5-yl 4-dimethylaminophenylcarbamate), solid. The yield is 17.0%. As a reaction SMILES: [CH3:1][N:2]([CH3:29])[C:3]1[CH:8]=[CH:7][C:6]([NH:9][C:10](=[O:28])[O:11][C:12]2[CH:13]=[C:14]3[C:18](=[CH:19][CH:20]=2)[N:17](CC2C=CC=CC=2)[CH2:16][CH2:15]3)=[CH:5][CH:4]=1>C(Cl)(Cl)Cl.CO>[CH3:1][N:2]([CH3:29])[C:3]1[CH:4]=[CH:5][C:6]([NH:9][C:10](=[O:28])[O:11][C:12]2[CH:13]=[C:14]3[C:18](=[CH:19][CH:20]=2)[NH:17][CH2:16][CH2:15]3)=[CH:7][CH:8]=1 |f:1.2|. Reported procedure: The title compound was synthesized from 1-benzylindolin-5-yl 4-dimethylaminophenylcarbamate (30 mg, 77 μmol) using the same procedure employed for Example 123 (silica gel column chromatography: chloroform/methanol=99/1 to 90/10). The product was obtained as a white solid (4.0 mg, 17%) having the following characteristics. The reactants are C(C)(C)(C)ON=C1C=C(OC2=CC=C(C=C12)OCCCl)C1=CC=2N(C=N1)C=CC2 (6-(2-chloro-ethoxy)-2-pyrrolo[1,2-c]pyrimidin-3-yl-chromen-4-one O-tert-butyl oxime), C[C@@H]1CNC[C@@H](O1)C ((cis)-2,6-dimethylmorpholine). The product is Cl.C[C@@H]1CN(C[C@@H](O1)C)CCOC=1C=C2C(C=C(OC2=CC1)C1=CC=2N(C=N1)C=CC2)=NO (6-[2-(cis-2,6-dimethyl-morpholin-4-yl)-ethoxy]-2-pyrrolo[1,2-c]pyrimidin-3-yl-chromen-4-one oxime, hydrochloride). RXN SMILES: C([O:5][N:6]=[C:7]1[C:16]2[C:11](=[CH:12][CH:13]=[C:14]([O:17][CH2:18][CH2:19][Cl:20])[CH:15]=2)[O:10][C:9]([C:21]2[N:26]=[CH:25][N:24]3[CH:27]=[CH:28][CH:29]=[C:23]3[CH:22]=2)=[CH:8]1)(C)(C)C.[CH3:30][C@H:31]1[O:36][C@@H:35]([CH3:37])[CH2:34][NH:33][CH2:32]1>>[ClH:20].[CH3:37][C@H:35]1[O:36][C@@H:31]([CH3:30])[CH2:32][N:33]([CH2:19][CH2:18][O:17][C:14]2[CH:15]=[C:16]3[C:11](=[CH:12][CH:13]=2)[O:10][C:9]([C:21]2[N:26]=[CH:25][N:24]4[CH:27]=[CH:28][CH:29]=[C:23]4[CH:22]=2)=[CH:8][C:7]3=[N:6][OH:5])[CH2:34]1 |f:2.3|. Procedure: 6-[2-(cis-2,6-dimethyl-morpholin-4-yl)-ethoxy]-2-pyrrolo[1,2-c]pyrimidin-3-yl-chromen-4-one oxime, hydrochloride was prepared in 17% overall yield using the method described in example 87, starting from 6-(2-chloro-ethoxy)-2-pyrrolo[1,2-c]pyrimidin-3-yl-chromen-4-one O-tert-butyl oxime (example 87B) and (cis)-2,6-dimethylmorpholine. Isolated yield 94.3%. The reactants are CCOCC (ether), CC(C)([O-])C.[K+] (Potassium t-butoxide), IC (iodomethane), O=C1N(CCN1)C1=CC(=C(C=C1)C1=CC=C(C=C1)C(=O)OC)C (Methyl 4'-(4,5-dihydro-2-oxoimidazol-1-yl)-2'-methylbiphenyl-4-carboxylate). The product is CN1C(N(CC1)C1=CC(=C(C=C1)C1=CC=C(C=C1)C(=O)OC)C)=O (Methyl 4'-(4,5-dihydro-3-methyl-2-oxoimidazol-1-yl)-2'-methylbiphenyl4-carboxylate). Reaction SMILES: [O:1]=[C:2]1[NH:6][CH2:5][CH2:4][N:3]1[C:7]1[CH:12]=[CH:11][C:10]([C:13]2[CH:18]=[CH:17][C:16]([C:19]([O:21][CH3:22])=[O:20])=[CH:15][CH:14]=2)=[C:9]([CH3:23])[CH:8]=1.[CH3:24]C(C)([O-])C.[K+].IC.CCOCC>CN(C=O)C.C(OCC)(=O)C.ClCCl>[CH3:24][N:6]1[CH2:5][CH2:4][N:3]([C:7]2[CH:12]=[CH:11][C:10]([C:13]3[CH:14]=[CH:15][C:16]([C:19]([O:21][CH3:22])=[O:20])=[CH:17][CH:18]=3)=[C:9]([CH3:23])[CH:8]=2)[C:2]1=[O:1] |f:1.2|. Run at time 1 hour. Reported procedure: Methyl 4'-(4,5-dihydro-2-oxoimidazol-1-yl)-2'-methylbiphenyl-4-carboxylate (D18) (0.208 g, 0.67 mmol) was stirred in dry DMF (5 ml). Potassium t-butoxide (0.10 g, 0.82 mmol) and iodomethane (0.065 ml, 1.0 mmol) were added. The mixture was stirred for 1 h, diluted with ethyl acetate, washed with water and brine, dried (Na2SO4) and evaporated to give a gum. Chromatography on silica eluting with 50% ether in dichloromethane gave the title compound (0.205 g, 94%) as a white solid. Solvent: ClCCl (dichloromethane), CN(C)C=O (DMF), C(C)(=O)OCC (ethyl acetate). The reactants are C([O-])([O-])=O.[Na+].[Na+] (sodium carbonate), N12C[C@@H](C(CC1)CC2)NC(=O)C=2SC(=CC2)Br ((R)-N-(1-azabicyclo[2.2.2]oct-3-yl)(5-bromothiophene-2-carboxamide)), C(#N)C=1C=C(C=CC1)B(O)O (3-cyanophenylboronic acid), Cl (hydrogen chloride). The reagents and catalysts are C=1C=CC(=CC1)[P](C=2C=CC=CC2)(C=3C=CC=CC3)[Pd]([P](C=4C=CC=CC4)(C=5C=CC=CC5)C=6C=CC=CC6)([P](C=7C=CC=CC7)(C=8C=CC=CC8)C=9C=CC=CC9)[P](C=1C=CC=CC1)(C=1C=CC=CC1)C=1C=CC=CC1 (tetrakis(triphenylphosphine)palladium(0)). The solvent is O1CCCC1 (tetrahydrofuran), O (water), C(C)O (ethanol). Product: hydrochloride salt, N12C[C@@H](C(CC1)CC2)NC(=O)C=2SC(=CC2)C2=CC(=CC=C2)C#N ((R)-N-(1-Azabicyclo[2.2.2]oct-3-yl)(5-(3-cyanophenyl)thiophene-2-carboxamide)). As a reaction SMILES: [N:1]12[CH2:8][CH2:7][CH:4]([CH2:5][CH2:6]1)[C@@H:3]([NH:9][C:10]([C:12]1[S:13][C:14](Br)=[CH:15][CH:16]=1)=[O:11])[CH2:2]2.[C:18]([C:20]1[CH:21]=[C:22](B(O)O)[CH:23]=[CH:24][CH:25]=1)#[N:19].C(=O)([O-])[O-].[Na+].[Na+].Cl>O1CCCC1.C1C=CC([P]([Pd]([P](C2C=CC=CC=2)(C2C=CC=CC=2)C2C=CC=CC=2)([P](C2C=CC=CC=2)(C2C=CC=CC=2)C2C=CC=CC=2)[P](C2C=CC=CC=2)(C2C=CC=CC=2)C2C=CC=CC=2)(C2C=CC=CC=2)C2C=CC=CC=2)=CC=1.O.C(O)C>[N:1]12[CH2:8][CH2:7][CH:4]([CH2:5][CH2:6]1)[C@@H:3]([NH:9][C:10]([C:12]1[S:13][C:14]([C:24]3[CH:23]=[CH:22][CH:21]=[C:20]([C:18]#[N:19])[CH:25]=3)=[CH:15][CH:16]=1)=[O:11])[CH2:2]2 |f:2.3.4,^1:44,46,65,84|. Procedure: Prepared by a method analogous to that described in Example 1 from (R)-N-(1-azabicyclo[2.2.2]oct-3-yl)(5-bromothiophene-2-carboxamide) and 3-cyanophenylboronic acid, using tetrakis(triphenylphosphine)palladium(0), and sodium carbonate in a mixture of tetrahydrofuran, ethanol and water. The compound was purified by reverse phase HPLC on a Waters Bondapak® C18 column using a gradient of acetonitrile and 0.1% aqueous trifluoroacetic acid as the eluent. The hydrochloride salt was prepared by evapora... The reactants are C(C)(C)(C)OC(NCC(NC=1C=C2C(=NC=NC2=CC1)NC1=CC(=C(C=C1)OCC1=CC(=CC=C1)F)Cl)=O)=O (({4-[3-chloro-4-(3-fluoro-benzyloxy)-phenylamino]-quinazolin-6-ylcarbamoyl}-methyl)-carbamic acid t-butylester), C(C)(C)(C)OC(=O)N1[C@@H](CCC1)C(=O)O ((2S)-pyrrolidine-1,2-dicarboxylic acid-1-t-butylester), compound. Product: ClC=1C=C(C=CC1OCC1=NC=CC=C1)NC1=NC=NC2=CC=C(C=C12)N (N4-[3-chloro-4-(pyridin-2-ylmethoxy)-phenyl]-quinazolin-4,6-diamine). RXN SMILES: C(OC(=O)NCC(=O)[NH:10][C:11]1[CH:12]=[C:13]2[C:18](=[CH:19][CH:20]=1)[N:17]=[CH:16][N:15]=[C:14]2[NH:21][C:22]1[CH:27]=[CH:26][C:25]([O:28][CH2:29][C:30]2[CH:35]=[CH:34]C=C(F)C=2)=[C:24]([Cl:37])[CH:23]=1)(C)(C)C.C(OC([N:47]1CC[CH2:49][C@H:48]1C(O)=O)=O)(C)(C)C>>[Cl:37][C:24]1[CH:23]=[C:22]([NH:21][C:14]2[C:13]3[C:18](=[CH:19][CH:20]=[C:11]([NH2:10])[CH:12]=3)[N:17]=[CH:16][N:15]=2)[CH:27]=[CH:26][C:25]=1[O:28][CH2:29][C:30]1[CH:35]=[CH:34][CH:49]=[CH:48][N:47]=1. Reported procedure: The procedure of (1-5) of Example 1 was repeated except for using 414 mg of (2S)-pyrrolidine-1,2-dicarboxylic acid-1-t-butylester instead of 2-t-butoxycarbonylamino-ethanoic acid and 368 mg of the compound obtained in (145-2) to obtain the title compound (200 mg, 35%). Starting materials: C(CC)(=O)Cl (propionyl chloride), C(#N)C1NC1 (2-cyanoaziridine), C([O-])(O)=O.[Na+] (sodium bicarbonate). The solvent is C(C)OCC (diethyl ether), C(C)(=O)OCC (ethyl acetate), C(C)OCC (diethyl ether), C(C)N(CC)CC (triethylamine). Run at temperature 0 celsius, time 1 hour. The product is C(CC)(=O)N1C(C1)C#N (1-Propionyl-2-cyanoaziridine). RXN SMILES: [C:1](Cl)(=[O:4])[CH2:2][CH3:3].[C:6]([CH:8]1[CH2:10][NH:9]1)#[N:7].C(=O)(O)[O-].[Na+]>C(OCC)(=O)C.C(OCC)C.C(N(CC)CC)C>[C:1]([N:9]1[CH2:10][CH:8]1[C:6]#[N:7])(=[O:4])[CH2:2][CH3:3] |f:2.3|. Procedure: A solution of 0.92 g. propionyl chloride in 40 ml. anhydrous diethyl ether is added dropwise at 0° to 5° C., in the course of about 15 minutes, to a solution of 0.68 g. 2-cyanoaziridine and 1.2 g. triethylamine in 40 ml. anhydrous diethyl ether. The reaction mixture is stirred for 1 hour at 0° C. and then for 2 hours at ambient temperature. The precipitated salt is filtered off with suction and washed with diethyl ether into the filtrate and the filtrate is evaporated in a vacuum to give 1.44 g.... Reactants: CCOC(=O)c1cc2c(cn1)[nH]c1ccc([N+](=O)[O-])c(Cl)c12, C1CCNCC1. Product: CCOC(=O)c1cc2c(cn1)[nH]c1ccc([N+](=O)[O-])c(N3CCCCC3)c12. As a reaction SMILES: [CH2:1]([CH3:2])[O:3][C:4](=[O:5])[c:6]1[n:7][cH:8][c:9]2[nH:10][c:11]3[cH:12][cH:13][c:14]([N+:20](=[O:21])[O-:22])[c:15]([Cl:19])[c:16]3[c:17]2[cH:18]1.[CH2:23]1[CH2:24][CH2:25][NH:26][CH2:27][CH2:28]1>>[CH2:1]([CH3:2])[O:3][C:4](=[O:5])[c:6]1[n:7][cH:8][c:9]2[nH:10][c:11]3[cH:12][cH:13][c:14]([N+:20](=[O:21])[O-:22])[c:15]([N:26]4[CH2:25][CH2:24][CH2:23][CH2:28][CH2:27]4)[c:16]3[c:17]2[cH:18]1.